Task: describe an organic reaction: reactants, conditions, products, and yield. Dataset: the Open Reaction Database (ORD), a public repository of structured organic reaction records Starting materials: C(C)OC(=O)C1=C(NC2=CC=C(C=C12)OC[C@H](CN=[N+]=[N-])O)C (5-((2S)-3-Azido-2-hydroxy-propoxy)-2-methyl-1H-indole-3-carboxylic acid ethyl ester), C1(=CC=CC=C1)P(C1=CC=CC=C1)C1=CC=CC=C1 (triphenylphosphine). Solvent: C1(=CC=CC=C1)C (toluene). Reaction conditions: time 4 hour. Product: C(C)OC(=O)C1=C(NC2=CC=C(C=C12)OC[C@H](CN)O)C (5-((2S)-3-Amino-2-hydroxy-propoxy)-2-methyl-1H-indole-3-carboxylic acid ethyl ester). Yield: 101.1%. As a reaction SMILES: [CH2:1]([O:3][C:4]([C:6]1[C:14]2[C:9](=[CH:10][CH:11]=[C:12]([O:15][CH2:16][C@@H:17]([OH:22])[CH2:18][N:19]=[N+]=[N-])[CH:13]=2)[NH:8][C:7]=1[CH3:23])=[O:5])[CH3:2].C1(P(C2C=CC=CC=2)C2C=CC=CC=2)C=CC=CC=1>C1(C)C=CC=CC=1>[CH2:1]([O:3][C:4]([C:6]1[C:14]2[C:9](=[CH:10][CH:11]=[C:12]([O:15][CH2:16][C@@H:17]([OH:22])[CH2:18][NH2:19])[CH:13]=2)[NH:8][C:7]=1[CH3:23])=[O:5])[CH3:2]. Reported procedure: A solution of 0.56 g (1.76 mmol) of 5-((2S)-3-azido-2-hydroxy-propoxy)-2-methyl-1H-indole-3-carboxylic acid ethyl ester (which was obtained in Example 140) and 1.2 g of triphenylphosphine polymer resin (3 mmol/g) was stirred in 15 mL toluene for 1.5 hours under nitrogen. The resin was collected by filtration and washed twice with 25 mL of toluene. The resin was then stirred in 60 mL of 9:1 THF/methanol for four hours. The resin was removed by vacuum filtration and washed with 9:1 THF/methanol. T... Starting materials: ClC1=C(C(=NC=C1)C(O)C1CC1)OC ((4-chloro-3-methoxy-2-pyridyl)-cyclopropyl-methanol). The reagents and catalysts are [O-2].[Mn+4].[O-2] (manganese (IV) oxide). Run in C(Cl)Cl (DCM). Conditions: time 14 hour. Yields the product ClC1=C(C(=NC=C1)C(=O)C1CC1)OC ((4-chloro-3-methoxy-2-pyridyl)-cyclopropyl-methanone). Isolated yield 96.2%. RXN SMILES: [Cl:1][C:2]1[CH:7]=[CH:6][N:5]=[C:4]([CH:8]([CH:10]2[CH2:12][CH2:11]2)[OH:9])[C:3]=1[O:13][CH3:14]>C(Cl)Cl.[O-2].[Mn+4].[O-2]>[Cl:1][C:2]1[CH:7]=[CH:6][N:5]=[C:4]([C:8]([CH:10]2[CH2:12][CH2:11]2)=[O:9])[C:3]=1[O:13][CH3:14] |f:2.3.4|. Procedure details: To a solution of (4-chloro-3-methoxy-2-pyridyl)-cyclopropyl-methanol (700 mg, 3.28 mmol) in DCM (20 ml), manganese (IV) oxide (4.6 g, 58 mmol) was added and stirred for 14 h at room temperature. The reaction mixture was filtered over Celite and the filtrate evaporated to dryness to obtain (4-chloro-3-methoxy-2-pyridyl)-cyclopropyl-methanone as a yellow oil (668 mg, 96%). The reactants are CC(C)(C)O, COc1ccc2c(c1)CCCC2Cc1c[nH]cn1, Cl, [Na+], [OH-], O, O=S(=O)(O)O. Yields the product COc1cc2c(cc1C(C)(C)C)C(Cc1c[nH]cn1)CCC2. RXN SMILES: [CH3:25][C:26]([CH3:27])([CH3:28])[OH:29].[CH3:7][O:8][c:9]1[cH:10][c:11]2[c:16]([cH:17][cH:18]1)[CH:15]([CH2:19][c:20]1[n:21][cH:22][nH:23][cH:24]1)[CH2:14][CH2:13][CH2:12]2.[ClH:6].[Na+:31].[OH-:30].[OH2:32].[S:1](=[O:2])(=[O:3])([OH:4])[OH:5]>>[CH3:7][O:8][c:9]1[cH:10][c:11]2[c:16]([cH:17][c:18]1[C:26]([CH3:25])([CH3:27])[CH3:28])[CH:15]([CH2:19][c:20]1[n:21][cH:22][nH:23][cH:24]1)[CH2:14][CH2:13][CH2:12]2. Reactants: ClC1=NC=C(C(=O)OC)C=C1 (methyl 6-chloronicotinate), C(C1=CC=CC=C1)N1C[C@@H](CC1)N ((3R)-(−)-1-benzyl-3-aminopyrrolidine), CuO, C(=O)([O-])[O-].[K+].[K+] (K2CO3), CCOC(=O)C (AcOEt). Solvent: CN(C)C=O (DMF), O (water). Run at temperature 100 celsius, time 10 hour. The product is C(C1=CC=CC=C1)N1C[C@@H](CC1)NC1=NC=C(C(=O)OC)C=C1 (methyl 6-{[(3R)-1-benzyl-3-pyrrolidinyl]amino}nicotinate). The yield is 68.2%. Reaction SMILES: Cl[C:2]1[CH:11]=[CH:10][C:5]([C:6]([O:8][CH3:9])=[O:7])=[CH:4][N:3]=1.[CH2:12]([N:19]1[CH2:23][CH2:22][C@@H:21]([NH2:24])[CH2:20]1)[C:13]1[CH:18]=[CH:17][CH:16]=[CH:15][CH:14]=1.C([O-])([O-])=O.[K+].[K+].CCOC(C)=O>CN(C=O)C.O>[CH2:12]([N:19]1[CH2:23][CH2:22][C@@H:21]([NH:24][C:2]2[CH:11]=[CH:10][C:5]([C:6]([O:8][CH3:9])=[O:7])=[CH:4][N:3]=2)[CH2:20]1)[C:13]1[CH:14]=[CH:15][CH:16]=[CH:17][CH:18]=1 |f:2.3.4|. Procedure details: A mixture of methyl 6-chloronicotinate (8.0 g), (3R)-(−)-1-benzyl-3-aminopyrrolidine (9.86 g), CuO (371 mg) and K2CO3 (8.38 g) in DMF (60 ml) was stirred at 100° C. for 10 hours under atmospheric pressure of nitrogen. The reaction mixture was poured into a mixture of AcOEt and water and the organic layer was washed with brine and dried over MgSO4. The solvent was evaporated in vacuo and the residue was chromatographed on silicagel eluting with AcOEt-MeOH (97:3). The eluted fractions containing t...